From a dataset of the Open Reaction Database (ORD), a public repository of structured organic reaction records. describe an organic reaction: reactants, conditions, products, and yield Starting materials: BrCCCCCC(=O)OCC (Ethyl 6-bromohexanoate), O (water), [H-].[Na+] (Sodium hydride), C1(=CC=CC=C1)C1(N=NC(=C1)C1=CC=CC=C1)C1=CC=CC=C1 (3,3,5-Triphenyl-3H-pyrazole). Run in CCCCCC (hexane), C(C)OCC (diethyl ether), CN(C=O)C (DMF), CCCCCC (hexane), CN(C=O)C (dimethylformamide). Reaction conditions: temperature 110 celsius, time 25 minute. Yields the product C1(=CC=CC=C1)C1=NN(C(=C1C1=CC=CC=C1)C1=CC=CC=C1)CCCCCC(=O)OCC (ethyl 3,4,5-triphenyl-lH-pyrazol-1-hexanoate). Isolated yield 199.8%. RXN SMILES: [H-].[Na+].[C:3]1([C:9]2(C3C=CC=CC=3)[CH:13]=[C:12]([C:14]3[CH:19]=[CH:18][CH:17]=[CH:16][CH:15]=3)[N:11]=[N:10]2)[CH:8]=[CH:7][CH:6]=[CH:5][CH:4]=1.Br[CH2:27][CH2:28][CH2:29][CH2:30][CH2:31][C:32]([O:34][CH2:35][CH3:36])=[O:33].O>CCCCCC.CN(C)C=O.C(OCC)C>[C:3]1([C:9]2[C:13]([C:3]3[CH:8]=[CH:7][CH:6]=[CH:5][CH:4]=3)=[C:12]([C:14]3[CH:19]=[CH:18][CH:17]=[CH:16][CH:15]=3)[N:11]([CH2:27][CH2:28][CH2:29][CH2:30][CH2:31][C:32]([O:34][CH2:35][CH3:36])=[O:33])[N:10]=2)[CH:4]=[CH:5][CH:6]=[CH:7][CH:8]=1 |f:0.1|. Procedure: Sodium hydride (1.30 g of 60% dispersion, 32 mmol) was washed twice with hexane and covered with dimethylformamide (DMF) (100 mL). 3,3,5-Triphenyl-3H-pyrazole (8 g, 27 mmol) was added and the mixture stirred at 110° C. under an atmosphere of nitrogen for 25 minutes before being cooled to room temperature. Ethyl 6-bromohexanoate (6.6 g, 5.3 mL, 29 mmol) in DMF (2 mL) was added dropwise and the mixture stirred at room temperature. After 15 minutes water was added and the mixture extracted with die... The reactants are O=C([O-])[O-], Cc1ccc(C)n1-c1ccccc1, Cc1ccccc1, [Na+], [Na+], CN(C)C=O, O=P(Cl)(Cl)Cl. Product: Cc1cc(C=O)c(C)n1-c1ccccc1. Reaction SMILES: [C:24](=[O:25])([O-:26])[O-:27].[CH3:1][c:2]1[n:3](-[c:8]2[cH:9][cH:10][cH:11][cH:12][cH:13]2)[c:4]([CH3:7])[cH:5][cH:6]1.[CH3:30][c:31]1[cH:32][cH:33][cH:34][cH:35][cH:36]1.[Na+:28].[Na+:29].[O:14]=[CH:15][N:16]([CH3:17])[CH3:18].[P:19]([Cl:20])([Cl:21])([Cl:22])=[O:23]>>[CH3:1][c:2]1[n:3](-[c:8]2[cH:9][cH:10][cH:11][cH:12][cH:13]2)[c:4]([CH3:7])[cH:5][c:6]1[CH:15]=[O:14]. Starting materials: O=C(O)c1cccc(-c2cnc3c(c2)N(Cc2cc(Cl)ccc2C(F)(F)F)CCN3)c1, O=c1[nH]c2ccccc2n1C1CCNCC1. Yields the product O=C(c1cccc(-c2cnc3c(c2)N(Cc2cc(Cl)ccc2C(F)(F)F)CCN3)c1)N1CCC(n2c(=O)[nH]c3ccccc32)CC1. RXN SMILES: [Cl:1][c:2]1[cH:3][cH:4][c:5]([C:28]([F:29])([F:30])[F:31])[c:6]([CH2:7][N:8]2[c:9]3[c:10]([n:14][cH:15][c:16](-[c:18]4[cH:19][c:20]([C:21](=[O:22])[OH:23])[cH:24][cH:25][cH:26]4)[cH:17]3)[NH:11][CH2:12][CH2:13]2)[cH:27]1.[NH:32]1[CH2:33][CH2:34][CH:35]([n:38]2[c:39](=[O:47])[nH:40][c:41]3[c:42]2[cH:43][cH:44][cH:45][cH:46]3)[CH2:36][CH2:37]1>>[Cl:1][c:2]1[cH:3][cH:4][c:5]([C:28]([F:29])([F:30])[F:31])[c:6]([CH2:7][N:8]2[c:9]3[c:10]([n:14][cH:15][c:16](-[c:18]4[cH:19][c:20]([C:21](=[O:23])[N:32]5[CH2:33][CH2:34][CH:35]([n:38]6[c:39](=[O:47])[nH:40][c:41]7[c:42]6[cH:43][cH:44][cH:45][cH:46]7)[CH2:36][CH2:37]5)[cH:24][cH:25][cH:26]4)[cH:17]3)[NH:11][CH2:12][CH2:13]2)[cH:27]1. Reactants: O=C([O-])[O-], CCOC(C)=O, FC(F)(F)c1ccnc(Cl)n1, [Cs+], [Cs+], Nc1cc(F)cc(-c2cncs2)c1, CC(=O)[O-], CC(=O)[O-], [Pd+2]. The product is Fc1cc(Nc2nccc(C(F)(F)F)n2)cc(-c2cncs2)c1. As a reaction SMILES: [C:25](=[O:26])([O-:27])[O-:28].[CH3:31][CH2:32][O:33][C:34](=[O:35])[CH3:36].[Cl:14][c:15]1[n:16][cH:17][cH:18][c:19]([C:21]([F:22])([F:23])[F:24])[n:20]1.[Cs+:29].[Cs+:30].[F:1][c:2]1[cH:3][c:4]([NH2:5])[cH:6][c:7](-[c:9]2[cH:10][n:11][cH:12][s:13]2)[cH:8]1.[O-:38][C:39]([CH3:40])=[O:41].[O-:42][C:43]([CH3:44])=[O:45].[Pd+2:37]>>[F:1][c:2]1[cH:3][c:4]([NH:5][c:15]2[n:16][cH:17][cH:18][c:19]([C:21]([F:22])([F:23])[F:24])[n:20]2)[cH:6][c:7](-[c:9]2[cH:10][n:11][cH:12][s:13]2)[cH:8]1. Starting materials: ClC1=CC=C(C=C1)C(N1CC(C1)C(C=O)C1=CC(=CC(=C1)F)F)C1=CC=C(C=C1)Cl ({1-[bis(4-chlorophenyl)methyl]azetidin-3-yl}(3,5-difluorophenyl)acetaldehyde), C[Mg]Cl (methylmagnesium chloride), O.O.O.O.O.O.O.O.O.O.S(=O)(=O)([O-])[O-].[Na+].[Na+] (sodium sulfate decahydrate). Run in C1CCOC1 (THF). Conditions: temperature 0 celsius, time 1 hour. The product is ClC1=CC=C(C=C1)C(N1CC(C1)C(C(C)O)C1=CC(=CC(=C1)F)F)C1=CC=C(C=C1)Cl ({1-[Bis(4-chlorophenyl)methyl]azetidin-3-yl}-1-(3,5-difluorophenyl)propan-2-ol). RXN SMILES: [Cl:1][C:2]1[CH:7]=[CH:6][C:5]([CH:8]([C:24]2[CH:29]=[CH:28][C:27]([Cl:30])=[CH:26][CH:25]=2)[N:9]2[CH2:12][CH:11]([CH:13]([C:16]3[CH:21]=[C:20]([F:22])[CH:19]=[C:18]([F:23])[CH:17]=3)[CH:14]=[O:15])[CH2:10]2)=[CH:4][CH:3]=1.[CH3:31][Mg]Cl.O.O.O.O.O.O.O.O.O.O.S([O-])([O-])(=O)=O.[Na+].[Na+]>C1COCC1>[Cl:30][C:27]1[CH:26]=[CH:25][C:24]([CH:8]([C:5]2[CH:6]=[CH:7][C:2]([Cl:1])=[CH:3][CH:4]=2)[N:9]2[CH2:12][CH:11]([CH:13]([C:16]3[CH:21]=[C:20]([F:22])[CH:19]=[C:18]([F:23])[CH:17]=3)[CH:14]([OH:15])[CH3:31])[CH2:10]2)=[CH:29][CH:28]=1 |f:2.3.4.5.6.7.8.9.10.11.12.13.14|. Procedure details: To a solution of 790 mg (1.77 mmol) of {1-[bis(4-chlorophenyl)methyl]azetidin-3-yl}(3,5-difluorophenyl)acetaldehyde in 20 mL of THF was added slowly a solution of 1.18 mL (3.54 mmol) of methylmagnesium chloride (3.0M solution in THF) at −78° C. and stirred for 1 h. The reaction mixture was warmed to 0° C. for 1 h and 3 g of sodium sulfate decahydrate was added to quench the reaction, followed by stirring for 1 h at rt. The reaction mixture was filtered and the organic layer was dried over Na2SO4... The reactants are Brc1ccc(Br)nc1, CCCCCCCCc1ccc(Br)cc1, [Mg], C1CCOC1. Product: CCCCCCCCc1ccc(-c2ccc(Br)cn2)cc1. RXN SMILES: [Br:17][c:18]1[n:19][cH:20][c:21]([Br:24])[cH:22][cH:23]1.[CH2:2]([CH2:3][CH2:4][CH2:5][CH2:6][CH2:7][CH2:8][CH3:9])[c:10]1[cH:11][cH:12][c:13]([Br:16])[cH:14][cH:15]1.[Mg:1].[O:25]1[CH2:26][CH2:27][CH2:28][CH2:29]1>>[CH2:2]([CH2:3][CH2:4][CH2:5][CH2:6][CH2:7][CH2:8][CH3:9])[c:10]1[cH:11][cH:12][c:13](-[c:18]2[n:19][cH:20][c:21]([Br:24])[cH:22][cH:23]2)[cH:14][cH:15]1. Starting materials: O=C([O-])[O-], CCOC(=O)C(C)(C)Oc1ccc(O)cc1, COCc1nc(-c2ccc(C(F)(F)F)cc2)nc(C2CC2)c1CCl, [Cs+], [Cs+], CN(C)C=O. The product is CCOC(=O)C(C)(C)Oc1ccc(OCc2c(COC)nc(-c3ccc(C(F)(F)F)cc3)nc2C2CC2)cc1. As a reaction SMILES: [C:41](=[O:42])([O-:43])[O-:44].[CH2:25]([CH3:26])[O:27][C:28]([C:29]([CH3:30])([CH3:31])[O:32][c:33]1[cH:34][cH:35][c:36]([OH:39])[cH:37][cH:38]1)=[O:40].[Cl:1][CH2:2][c:3]1[c:4]([CH:22]2[CH2:23][CH2:24]2)[n:5][c:6](-[c:12]2[cH:13][cH:14][c:15]([C:18]([F:19])([F:20])[F:21])[cH:16][cH:17]2)[n:7][c:8]1[CH2:9][O:10][CH3:11].[Cs+:45].[Cs+:46].[O:47]=[CH:48][N:49]([CH3:50])[CH3:51]>>[CH2:2]([c:3]1[c:4]([CH:22]2[CH2:23][CH2:24]2)[n:5][c:6](-[c:12]2[cH:13][cH:14][c:15]([C:18]([F:19])([F:20])[F:21])[cH:16][cH:17]2)[n:7][c:8]1[CH2:9][O:10][CH3:11])[O:39][c:36]1[cH:35][cH:34][c:33]([O:32][C:29]([C:28]([O:27][CH2:25][CH3:26])=[O:40])([CH3:30])[CH3:31])[cH:38][cH:37]1. Starting materials: C(C)C1=CC=C(CSC=2C=C(C(N(C2)COC)=O)OCOC)C=C1 (5-[(4-ethylbenzyl)sulfanyl]-3-(methoxymethoxy)-1-(methoxymethyl)pyridin-2(1H)-one), C(C)C1=CC=C(CSC=2C=C(C(N(C2)COC)=O)OCOC)C=C1 (5-[(4-ethylbenzyl)sulfanyl]-3-(methoxymethoxy)-1-(methoxymethyl)pyridin-2(1H)-one), ClCC1=CC(=C(C=C1)F)F (1-(chloromethyl)-3,4-difluorobenzene). Product: FC=1C=C(CSC=2C=C(C(N(C2)COC)=O)OCOC)C=CC1F (5-[(3,4-Difluorobenzyl)sulfanyl]-3-(methoxymethoxy)-1-(methoxymethyl)pyridin-2(1H)-one). As a reaction SMILES: C(C1C=CC(C[S:8][C:9]2[CH:10]=[C:11]([O:19][CH2:20][O:21][CH3:22])[C:12](=[O:18])[N:13]([CH2:15][O:16][CH3:17])[CH:14]=2)=CC=1)C.Cl[CH2:26][C:27]1[CH:32]=[CH:31][C:30]([F:33])=[C:29]([F:34])[CH:28]=1>>[F:34][C:29]1[CH:28]=[C:27]([CH:32]=[CH:31][C:30]=1[F:33])[CH2:26][S:8][C:9]1[CH:10]=[C:11]([O:19][CH2:20][O:21][CH3:22])[C:12](=[O:18])[N:13]([CH2:15][O:16][CH3:17])[CH:14]=1. Procedure details: Prepared as described for 5-[(4-ethylbenzyl)sulfanyl]-3-(methoxymethoxy)-1-(methoxymethyl)pyridin-2(1H)-one (Intermediate 17) but using 1-(chloromethyl)-3,4-difluorobenzene instead of 1-(chloromethyl)-4-ethylbenzene. The reactants are C(C1=CC=CC=C1)S(=O)(=O)Cl (benzylsulfonyl chloride), NC=1C=C(C(=O)NC2=CC=CC=C2)C=CC1OC (3-amino-4-methoxy-N-phenyl-benzamide). Run in N1=CC=CC=C1 (pyridine). The product is C1(=CC=CC=C1)CS(=O)(=O)NC=1C=C(C(=O)NC2=CC=CC=C2)C=CC1OC (3-Phenylmethanesulfonylamino-4-methoxy-N-phenyl-benzamide). The yield is 63.1%. As a reaction SMILES: [CH2:1]([S:8](Cl)(=[O:10])=[O:9])[C:2]1[CH:7]=[CH:6][CH:5]=[CH:4][CH:3]=1.[NH2:12][C:13]1[CH:14]=[C:15]([CH:25]=[CH:26][C:27]=1[O:28][CH3:29])[C:16]([NH:18][C:19]1[CH:24]=[CH:23][CH:22]=[CH:21][CH:20]=1)=[O:17]>N1C=CC=CC=1>[C:2]1([CH2:1][S:8]([NH:12][C:13]2[CH:14]=[C:15]([CH:25]=[CH:26][C:27]=2[O:28][CH3:29])[C:16]([NH:18][C:19]2[CH:24]=[CH:23][CH:22]=[CH:21][CH:20]=2)=[O:17])(=[O:10])=[O:9])[CH:7]=[CH:6][CH:5]=[CH:4][CH:3]=1. Reported procedure: Prepared according to the procedure described for Example 121 using benzylsulfonyl chloride (1.90 g, 10 mmol), 3-amino-4-methoxy-N-phenyl-benzamide (2.43 g, 10 mmol), and pyridine (25 mL) to afford the product (2.5 g); m.p. 216-216° C. after trituration in hexanes/ethyl acetate (1:1). Starting materials: Cl.C1(=CC=CC=C1)C1=NOC=2C1=C(N=NC2)NCC2CCNCC2 (3-phenyl-N-(4-piperidinylmethyl)isoxazolo[4,5-d]pyridazin-4-amine Hydrochloride), ClC1=CC=C(C=C1)C1=NOC(=C1)C=O (3-(4-chlorophenyl)isoxazole-5-carbaldehyde). Product: ClC1=CC=C(C=C1)C1=NOC(=C1)CN1CCC(CC1)CNC=1N=NC=C2C1C(=NO2)C2=CC=CC=C2 (N-[(1-{[3-(4-chlorophenyl)-5-isoxazolyl]methyl}-4-piperidinyl)methyl]-3-phenylisoxazolo[4,5-d]pyridazin-4-amine). Reaction SMILES: Cl.[C:2]1([C:8]2[C:12]3=[C:13]([NH:17][CH2:18][CH:19]4[CH2:24][CH2:23][NH:22][CH2:21][CH2:20]4)[N:14]=[N:15][CH:16]=[C:11]3[O:10][N:9]=2)[CH:7]=[CH:6][CH:5]=[CH:4][CH:3]=1.[Cl:25][C:26]1[CH:31]=[CH:30][C:29]([C:32]2[CH:36]=[C:35]([CH:37]=O)[O:34][N:33]=2)=[CH:28][CH:27]=1>>[Cl:25][C:26]1[CH:27]=[CH:28][C:29]([C:32]2[CH:36]=[C:35]([CH2:37][N:22]3[CH2:23][CH2:24][CH:19]([CH2:18][NH:17][C:13]4[N:14]=[N:15][CH:16]=[C:11]5[O:10][N:9]=[C:8]([C:2]6[CH:3]=[CH:4][CH:5]=[CH:6][CH:7]=6)[C:12]=45)[CH2:20][CH2:21]3)[O:34][N:33]=2)=[CH:30][CH:31]=1 |f:0.1|. Procedure: According to the same procedure described in Example 35, using the compound obtained in Example 84 instead of the compound obtained in Example 11 and 3-(4-chlorophenyl)isoxazole-5-carbaldehyde instead of 4-phenylthiophene-2-carbaldehyde, the title compound having the following physical data was obtained.